This data is from the Open Reaction Database (ORD), a public repository of structured organic reaction records. The task is: describe an organic reaction: reactants, conditions, products, and yield Starting materials: ClC=1C=C(C=CC1)C1=NC=2C(=NC=CC2)N1CC(=O)O (2-(3-chlorophenyl)-3H-imidazo[4,5-b]pyridine-3-acetic acid), C(=O)(N1C=NC=C1)N1C=NC=C1 (1,1'-carbonyldiimidazole), NCCN1CCCCC1 (1-(2-aminoethyl)piperidine). The solvent is O1CCCC1 (tetrahydrofuran), O1CCCC1 (tetrahydrofuran). Conditions: time 2 hour. The product is ClC=1C=C(C=CC1)C1=NC=2C(=NC=CC2)N1CC(=O)NCCN1CCCCC1 (2-(3-Chlorophenyl)-N-[2-(1-piperidinyl)ethyl]-3H-imidazo[4,5-b]pyridine-3-acetamide). As a reaction SMILES: [Cl:1][C:2]1[CH:3]=[C:4]([C:8]2[N:16]([CH2:17][C:18]([OH:20])=O)[C:11]3=[N:12][CH:13]=[CH:14][CH:15]=[C:10]3[N:9]=2)[CH:5]=[CH:6][CH:7]=1.C(N1C=CN=C1)(N1C=CN=C1)=O.[NH2:33][CH2:34][CH2:35][N:36]1[CH2:41][CH2:40][CH2:39][CH2:38][CH2:37]1>O1CCCC1>[Cl:1][C:2]1[CH:3]=[C:4]([C:8]2[N:16]([CH2:17][C:18]([NH:33][CH2:34][CH2:35][N:36]3[CH2:41][CH2:40][CH2:39][CH2:38][CH2:37]3)=[O:20])[C:11]3=[N:12][CH:13]=[CH:14][CH:15]=[C:10]3[N:9]=2)[CH:5]=[CH:6][CH:7]=1. Procedure details: A solution of 2-(3-chlorophenyl)-3H-imidazo[4,5-b]pyridine-3-acetic acid (5.4 g, 0.0188 mole), 1,1'-carbonyldiimidazole (3.0 g, 0.0188 mole) in anhydrous tetrahydrofuran (150 ml) was stirred at room temperature with a stream of nitrogen bubbling through it for 21/2 hours. The nitrogen flow was stopped and a solution of 1-(2-aminoethyl)piperidine (2.4 g, 0.0188 mole) in dry tetrahydrofuran (50 ml) was added. The solution was stirred at room temperature under nitrogen for 2 hours. The reaction mix... Reactants: Cc1ccc(-c2nc(-c3ccccc3)c(N)s2)cc1, O=C=Nc1ccccc1, c1ccccc1. The product is NC(=O)Nc1ccccc1. RXN SMILES: [NH2:1][c:2]1[s:3][c:4](-[c:5]2[cH:6][cH:7][c:8]([CH3:9])[cH:10][cH:11]2)[n:12][c:13]1-[c:14]1[cH:15][cH:16][cH:17][cH:18][cH:19]1.[c:20]1([N:26]=[C:27]=[O:28])[cH:21][cH:22][cH:23][cH:24][cH:25]1.[cH:29]1[cH:30][cH:31][cH:32][cH:33][cH:34]1>>[NH2:1][C:27]([NH:26][c:20]1[cH:21][cH:22][cH:23][cH:24][cH:25]1)=[O:28]. The reactants are CC1(C)CC(NC2CC(C)(C)NC(C)(C)C2)CC(C)(C)N1, Clc1nc(Cl)nc(Cl)n1, [Na+], [OH-], Cc1ccccc1C. Product: CC1(C)CC(N(c2nc(Cl)nc(Cl)n2)C2CC(C)(C)NC(C)(C)C2)CC(C)(C)N1. As a reaction SMILES: [CH3:1][C:2]1([CH3:21])[NH:3][C:4]([CH3:19])([CH3:20])[CH2:5][CH:6]([NH:8][CH:9]2[CH2:10][C:11]([CH3:17])([CH3:18])[NH:12][C:13]([CH3:15])([CH3:16])[CH2:14]2)[CH2:7]1.[Cl:22][c:23]1[n:24][c:25]([Cl:26])[n:27][c:28]([Cl:29])[n:30]1.[Na+:32].[OH-:31].[c:33]1([CH3:34])[c:35]([CH3:36])[cH:37][cH:38][cH:39][cH:40]1>>[CH3:1][C:2]1([CH3:21])[NH:3][C:4]([CH3:19])([CH3:20])[CH2:5][CH:6]([N:8]([CH:9]2[CH2:10][C:11]([CH3:17])([CH3:18])[NH:12][C:13]([CH3:15])([CH3:16])[CH2:14]2)[c:28]2[n:27][c:25]([Cl:26])[n:24][c:23]([Cl:22])[n:30]2)[CH2:7]1. Reactants: FC=1C=C(C=CC1)C1=C(N=C(S1)C)C(=O)N1C(CCC(C1)OC)CO ((5-(3-fluorophenyl)-2-methylthiazol-4-yl)(2-(hydroxymethyl)-5-methoxypiperidin-1-yl)methanone), C1(C=2C(C(N1)=O)=CC=CC2)=O (phthalimide). The product is FC=1C=C(C=CC1)C1=C(N=C(S1)C)C(=O)N1C(CCC(C1)OC)CN1C(C2=CC=CC=C2C1=O)=O (2-((1-(5-(3-Fluorophenyl)-2-methylthiazole-4-carbonyl)-5-methoxypiperidin-2-yl)methyl)isoindoline-1,3-dione). RXN SMILES: [F:1][C:2]1[CH:3]=[C:4]([C:8]2[S:12][C:11]([CH3:13])=[N:10][C:9]=2[C:14]([N:16]2[CH2:21][CH:20]([O:22][CH3:23])[CH2:19][CH2:18][CH:17]2[CH2:24]O)=[O:15])[CH:5]=[CH:6][CH:7]=1.[C:26]1(=[O:36])[NH:30][C:29](=[O:31])[C:28]2=[CH:32][CH:33]=[CH:34][CH:35]=[C:27]12>>[F:1][C:2]1[CH:3]=[C:4]([C:8]2[S:12][C:11]([CH3:13])=[N:10][C:9]=2[C:14]([N:16]2[CH2:21][CH:20]([O:22][CH3:23])[CH2:19][CH2:18][CH:17]2[CH2:24][N:30]2[C:26](=[O:36])[C:27]3[C:28](=[CH:32][CH:33]=[CH:34][CH:35]=3)[C:29]2=[O:31])=[O:15])[CH:5]=[CH:6][CH:7]=1. Procedure: 2-((1-(5-(3-Fluorophenyl)-2-methylthiazole-4-carbonyl)-5-methoxypiperidin-2-yl)methyl)isoindoline-1,3-dione was prepared according to general procedure I using (5-(3-fluorophenyl)-2-methylthiazol-4-yl)(2-(hydroxymethyl)-5-methoxypiperidin-1-yl)methanone and phthalimide.